The task is: describe an organic reaction: reactants, conditions, products, and yield. This data is from the Open Reaction Database (ORD), a public repository of structured organic reaction records. As a reaction SMILES: [CH:1](=[N+:8]([O-:16])[CH2:9][C:10]1[CH:15]=[CH:14][CH:13]=[CH:12][CH:11]=1)[C:2]1[CH:7]=[CH:6][CH:5]=[CH:4][CH:3]=1.[CH:17]([S:19]([CH:22]=[CH2:23])(=[O:21])=[O:20])=[CH2:18]>C1(C)C=CC=CC=1>[CH2:1]([N:8]1[CH:9]([C:10]2[CH:15]=[CH:14][CH:13]=[CH:12][CH:11]=2)[CH2:18][CH:17]([S:19]([CH:22]2[O:16][N:8]([CH2:1][C:2]3[CH:7]=[CH:6][CH:5]=[CH:4][CH:3]=3)[CH:9]([C:10]3[CH:15]=[CH:14][CH:13]=[CH:12][CH:11]=3)[CH2:23]2)(=[O:21])=[O:20])[O:16]1)[C:2]1[CH:7]=[CH:6][CH:5]=[CH:4][CH:3]=1. The reactants are C(C1=CC=CC=C1)=[N+](CC1=CC=CC=C1)[O-] (N-benzylidenebenzylamine N-oxide), C(=C)S(=O)(=O)C=C (divinyl sulfone). Procedure details: A solution of 2.11 g (10 mmol) of N-benzylidenebenzylamine N-oxide and 1.09 g (5 mmol) of divinyl sulfone in 30 ml of toluene under a nitrogen atmosphere is heated at reflux temperature for 8 hours. The solvent is removed under reduced pressure to give 4.1 g of crude product which is then purified by preparative HPLC (Waters Prep 500A, silica gel, 3:1 heptane:ethyl acetate eluent) to give 0.70 g (26% yield) of a yellow amorphous solid. Yield: 25.9%. Run in C1(=CC=CC=C1)C (toluene). The product is C(C1=CC=CC=C1)N1OC(CC1C1=CC=CC=C1)S(=O)(=O)C1CC(N(O1)CC1=CC=CC=C1)C1=CC=CC=C1 (Di(2-benzyl-3-phenyl-isoxazolidin-5-yl)Sulfone). Reactants: [Cl-].C(C)(C)(C)OC1=CC=C(C=C1)[S+](C1=CC=C(C=C1)OC(C)(C)C)C1=CC=C(C=C1)OC(C)(C)C (tris(4-tert-butoxyphenyl)sulfonium chloride), C([O-])([O-])=O.[Pb+2] (lead carbonate), FC(CS(=O)(=O)O)(F)F (2,2,2-trifluoroethanesulfonic acid). Solvent: CO (methanol). Reaction conditions: temperature 50 celsius. Yields the product FC(CS(=O)(=O)[O-])(F)F.C(C)(C)(C)OC1=CC=C(C=C1)[S+](C1=CC=C(C=C1)OC(C)(C)C)C1=CC=C(C=C1)OC(C)(C)C (tris(4-tert-butoxyphenyl)sulfonium 2,2,2-trifluoroethanesulfonate). The yield is 70.9%. Reaction SMILES: [Cl-].[C:2]([O:6][C:7]1[CH:12]=[CH:11][C:10]([S+:13]([C:25]2[CH:30]=[CH:29][C:28]([O:31][C:32]([CH3:35])([CH3:34])[CH3:33])=[CH:27][CH:26]=2)[C:14]2[CH:19]=[CH:18][C:17]([O:20][C:21]([CH3:24])([CH3:23])[CH3:22])=[CH:16][CH:15]=2)=[CH:9][CH:8]=1)([CH3:5])([CH3:4])[CH3:3].C(=O)([O-])[O-].[Pb+2].[F:41][C:42]([F:49])([F:48])[CH2:43][S:44]([OH:47])(=[O:46])=[O:45]>CO>[F:41][C:42]([F:49])([F:48])[CH2:43][S:44]([O-:47])(=[O:46])=[O:45].[C:21]([O:20][C:17]1[CH:16]=[CH:15][C:14]([S+:13]([C:10]2[CH:11]=[CH:12][C:7]([O:6][C:2]([CH3:5])([CH3:4])[CH3:3])=[CH:8][CH:9]=2)[C:25]2[CH:30]=[CH:29][C:28]([O:31][C:32]([CH3:35])([CH3:34])[CH3:33])=[CH:27][CH:26]=2)=[CH:19][CH:18]=1)([CH3:22])([CH3:23])[CH3:24] |f:0.1,2.3,6.7|. Reported procedure: In 93 g of methanol was dissolved 9.3 g (0.018 mol) of tris(4-tert-butoxyphenyl)sulfonium chloride. 3.5 g (0.013 mol) of lead carbonate and 3.6 g (0.022 mol) of 2,2,2-trifluoroethanesulfonic acid were added to the solution, which was heated at 50° C. After cooling, the precipitate was filtered off and the filtrate was evaporated. 100 g of chloroform was added to the residue, the solution was washed with 100 g of water, and the solution was evaporated again, obtaining 8.2 g (two-steps yield 25%) ... Starting materials: N1N=C(C=C1)B(O)O (1H-pyrazol-3-ylboronic acid), BrC=1C=C2CN(CC2=CC1)C(=O)NC1=CC=C(C=C1)NC(CC1CCCC1)=O (5-bromo-N-(4-(2-cyclopentylacetamido)phenyl)isoindoline-2-carboxamide), BrC=1C=C2CN(CC2=CC1)C(=O)NC1=CC=C(C=C1)C(NCCC)=O (5-bromo-N-(4-(propylcarbamoyl)phenyl)isoindoline-2-carboxamide). Yields the product C1(CCCC1)CC(=O)NC1=CC=C(C=C1)NC(=O)N1CC2=CC=C(C=C2C1)C1=CC=NC=C1 (N-{4-[(cyclopentylacetyl)amino]phenyl}-5-(pyridin-4-yl)-1,3-dihydro-2H-isoindole-2-carboxamide). As a reaction SMILES: N1C=CC(B(O)O)=N1.Br[C:10]1[CH:11]=[C:12]2[C:16](=[CH:17][CH:18]=1)[CH2:15][N:14]([C:19]([NH:21][C:22]1[CH:27]=[CH:26][C:25]([NH:28][C:29](=[O:36])[CH2:30][CH:31]3[CH2:35][CH2:34][CH2:33][CH2:32]3)=[CH:24][CH:23]=1)=[O:20])[CH2:13]2.BrC1C=C2C(=CC=1)CN(C(NC1C=C[C:53]([C:56](=O)[NH:57][CH2:58][CH2:59][CH3:60])=CC=1)=O)C2>>[CH:31]1([CH2:30][C:29]([NH:28][C:25]2[CH:26]=[CH:27][C:22]([NH:21][C:19]([N:14]3[CH2:13][C:12]4[C:16](=[CH:17][CH:18]=[C:10]([C:60]5[CH:53]=[CH:56][N:57]=[CH:58][CH:59]=5)[CH:11]=4)[CH2:15]3)=[O:20])=[CH:23][CH:24]=2)=[O:36])[CH2:32][CH2:33][CH2:34][CH2:35]1. Reported procedure: The title compound was prepared as described in Example 280, substituting pyridin-4-ylboronic acid for 1H-pyrazol-3-ylboronic acid and 5-bromo-N-(4-(2-cyclopentylacetamido)phenyl)isoindoline-2-carboxamide for 5-bromo-N-(4-(propylcarbamoyl)phenyl)isoindoline-2-carboxamide. 1H NMR (300 MHz, DMSO-d6) δ ppm 9.70 (s, 1H), 8.69-8.61 (m, 2H), 8.33 (s, 1H), 7.82-7.69 (m, 4H), 7.54-7.41 (m, 5H), 4.81 (bs, 4H), 2.31-2.15 (m, 3H), 1.82-1.68 (m, 2H), 1.68-1.43 (m, 4H), 1.26-1.11 (m, 2H); MS (ESI(+)) m/e 441... Reactants: CCNCC, CN(C)C=O, CN1C(=O)c2ccccc2N(C(=O)CCCCl)c2ncccc21. Yields the product CCN(CC)CCCC(=O)N1c2ccccc2C(=O)N(C)c2cccnc21, Cl. As a reaction SMILES: [CH2:24]([CH3:25])[NH:26][CH2:27][CH3:28].[CH3:29][N:30]([CH3:31])[CH:32]=[O:33].[Cl:1][CH2:2][CH2:3][CH2:4][C:5](=[O:6])[N:7]1[c:8]2[c:9]([cH:20][cH:21][cH:22][n:23]2)[N:10]([CH3:19])[C:11](=[O:18])[c:12]2[c:13]1[cH:14][cH:15][cH:16][cH:17]2>>[CH2:2]([CH2:3][CH2:4][C:5](=[O:6])[N:7]1[c:8]2[c:9]([cH:20][cH:21][cH:22][n:23]2)[N:10]([CH3:19])[C:11](=[O:18])[c:12]2[c:13]1[cH:14][cH:15][cH:16][cH:17]2)[N:26]([CH2:24][CH3:25])[CH2:27][CH3:28].[ClH:1]. The reactants are C(C)(C)(C)OC(=O)N([C@H](CC(C)C)C(=O)O)C (N-tert-butoxycarbonyl-N-methyl-D-leucine), C(C)(C)(C)OC(=O)NCC(=O)N[C@@H]1C[C@H](N(C1)C(=O)OC(C)(C)C)C(=O)O (trans-4-(N-tert-butoxycarbonylglycyl)amino-N-tert-butoxycarbonyl-L-proline), CI (methyl iodide), NC=1C=NC2=CC=CC=C2C1 (3-aminoquinoline), NC=1C=NC2=CC=C(C=C2C1)CC (3-amino-6-ethylquinoline), C(C)(C)(C)OC(=O)N[C@H](CC(C)C)C(=O)O (N-tert-butoxycarbonyl-D-leucine), [H-].[Na+] (sodium hydride), C(C)(C)(C)OC(=O)NC[C@H]1C[C@@H](N(C1)C(=O)OC(C)(C)C)C(=O)O (trans-4-(N-tert-butoxycarbonylaminomethyl)-N-tert-butoxycarbonyl-D-proline). The product is NC[C@H]1C[C@H](NC1)C(=O)N([C@H](CC(C)C)C(NC=1C=NC2=CC=C(C=C2C1)CC)=O)C ((2S,4R)-4-(Aminomethyl)-N-methyl-N-[(1R)-3-methyl-1-(6-ethyl-3-quinolylcarbamoyl)butyl]-2-pyrrolidinecarboxamide). Reaction SMILES: C(O[C:6]([N:8]([CH3:17])[C@@H:9]([C:14]([OH:16])=O)[CH2:10][CH:11]([CH3:13])[CH3:12])=[O:7])(C)(C)C.C(OC(N[C@@H](C(O)=O)CC(C)C)=O)(C)(C)C.[H-].[Na+].CI.C(OC(NCC(N[C@H]1CN(C(OC(C)(C)C)=O)[C@H](C(O)=O)C1)=O)=O)(C)(C)C.C(OC([NH:72][CH2:73][C@@H:74]1[CH2:78][N:77](C(OC(C)(C)C)=O)[C@@H:76](C(O)=O)[CH2:75]1)=O)(C)(C)C.[NH2:89][C:90]1[CH:91]=[N:92][C:93]2[C:98]([CH:99]=1)=[CH:97][C:96]([CH2:100][CH3:101])=[CH:95][CH:94]=2.NC1C=NC2C(C=1)=CC=CC=2>>[NH2:72][CH2:73][C@@H:74]1[CH2:78][NH:77][C@H:76]([C:6]([N:8]([CH3:17])[C@@H:9]([C:14](=[O:16])[NH:89][C:90]2[CH:91]=[N:92][C:93]3[C:98]([CH:99]=2)=[CH:97][C:96]([CH2:100][CH3:101])=[CH:95][CH:94]=3)[CH2:10][CH:11]([CH3:12])[CH3:13])=[O:7])[CH2:75]1 |f:2.3|. Reported procedure: This compound was prepared as for Compound M15, replacing N-tert-butoxycarbonyl-D-homophenylalanine with N-tert-butoxycarbonyl-N-methyl-D-leucine (made by treantment of N-tert-butoxycarbonyl-D-leucine with excess sodium hydride and methyl iodide in 1TF), trans-4-(N-tert-butoxycarbonylglycyl)amino-N-tert-butoxycarbonyl-L-proline with trans-4-(N-tert-butoxycarbonylaminomethyl)-N-tert-butoxycarbonyl-D-proline and coupling with 3-amino-6-ethylquinoline inst of 3-aminoquinoline.